From a dataset of the Open Reaction Database (ORD), a public repository of structured organic reaction records. describe an organic reaction: reactants, conditions, products, and yield The reactants are N1=C(C=CC=2CCCNC12)CCO (2-(5,6,7,8-tetrahydro-1,8-naphthyridin-2-yl)-1-ethanol), N(=NC(=O)OC(C)C)C(=O)OC(C)C (diisopropyl azodicarboxylate), C(=O)(C(F)(F)F)O (TFA), C1=CC=C(C=C1)P(C2=CC=CC=C2)C3=CC=CC=C3 (PPh3), ClC1(C(C1C1=CC=C(C=C1)O)CC(=O)OCC)Cl (ethyl [2,2-dichloro-3-(4-hydroxyphenyl)cyclopropyl]acetate). Solvent: C1CCOC1 (THF). Reaction conditions: time 18 hour. Product: ClC1(C(C1C1=CC=C(C=C1)OCCC1=NC=2NCCCC2C=C1)CC(=O)O)Cl ((2,2-Dichloro-3-{4-[2-(5,6,7,8-tetrahydro-1,8-naphthyridin-2-yl)ethoxy]phenyl}cyclopropyl)acetic acid). Yield: 47.5%. RXN SMILES: [N:1]1[C:10]2[NH:9][CH2:8][CH2:7][CH2:6][C:5]=2[CH:4]=[CH:3][C:2]=1[CH2:11][CH2:12][OH:13].C1C=CC(P(C2C=CC=CC=2)C2C=CC=CC=2)=CC=1.[Cl:33][C:34]1([Cl:50])[CH:36]([C:37]2[CH:42]=[CH:41][C:40](O)=[CH:39][CH:38]=2)[CH:35]1[CH2:44][C:45]([O:47]CC)=[O:46].N(C(OC(C)C)=O)=NC(OC(C)C)=O.C(O)(C(F)(F)F)=O>C1COCC1>[Cl:33][C:34]1([Cl:50])[CH:36]([C:37]2[CH:42]=[CH:41][C:40]([O:13][CH2:12][CH2:11][C:2]3[CH:3]=[CH:4][C:5]4[CH2:6][CH2:7][CH2:8][NH:9][C:10]=4[N:1]=3)=[CH:39][CH:38]=2)[CH:35]1[CH2:44][C:45]([OH:47])=[O:46]. Reported procedure: To a solution of 2-(5,6,7,8-tetrahydro-1,8-naphthyridin-2-yl)-1-ethanol (0.16 g, 0.9 mmol) and Polymer bound PPh3(0.3 g, 0.9 mmol) in dry THF (6 mL) was added ethyl [2,2-dichloro-3-(4-hydroxyphenyl)cyclopropyl]acetate (0.18 g, 0.6 mmol) followed by diisopropyl azodicarboxylate (0.2 mL, 1 mmol). The reaction mixture was stirred at room temperature. After 18 hours, the reaction mixture was filtered through Celite to remove the polymer and washed with excess THF. Filtrate was concentrated. The conc... Reactants: FC1=C(CBr)C=CC=C1 (2-fluorobenzyl bromide), FC1=CC2=C(S1)C1(CCN(CC1)CCC(=O)OC(C)(C)C)OCC2 (tert-butyl 3-(2-fluorospiro[4,5-dihydrothieno[2,3-c]pyran-7,4′-piperidine]-1′-yl)propanoate), CN1C(N(CCC1)C)=O (1,3-dimethyl-3,4,5,6-tetrahydro-2(1H)-pyrimidinone), C[Si](C)(C)[N-][Si](C)(C)C.[Li+] (lithium bis(trimethylsilyl)amide). The yield is 79.2%. Run at time 3 hour. Product: FC1=C(C=CC=C1)CC(C(=O)OC(C)(C)C)CN1CCC2(CC1)OCCC1=C2SC(=C1)F (tert-Butyl 2-[(2-fluorophenyl)methyl]-3-(2-fluorospiro[4,5-dihydrothieno[2,3-c]pyran-7,4′-piperidine]-1′-yl)propanoate). Reaction SMILES: [F:1][C:2]1[S:6][C:5]2[C:7]3([O:22][CH2:23][CH2:24][C:4]=2[CH:3]=1)[CH2:12][CH2:11][N:10]([CH2:13][CH2:14][C:15]([O:17][C:18]([CH3:21])([CH3:20])[CH3:19])=[O:16])[CH2:9][CH2:8]3.C[Si]([N-][Si](C)(C)C)(C)C.[Li+].CN1CCCN(C)C1=O.[F:44][C:45]1[CH:52]=[CH:51][CH:50]=[CH:49][C:46]=1[CH2:47]Br>O1CCCC1>[F:44][C:45]1[CH:52]=[CH:51][CH:50]=[CH:49][C:46]=1[CH2:47][CH:14]([CH2:13][N:10]1[CH2:11][CH2:12][C:7]2([C:5]3[S:6][C:2]([F:1])=[CH:3][C:4]=3[CH2:24][CH2:23][O:22]2)[CH2:8][CH2:9]1)[C:15]([O:17][C:18]([CH3:19])([CH3:20])[CH3:21])=[O:16] |f:1.2|. Solvent: O1CCCC1 (tetrahydrofuran), O1CCCC1 (tetrahydrofuran). Reported procedure: To a stirred solution of tert-butyl 3-(2-fluorospiro[4,5-dihydrothieno[2,3-c]pyran-7,4′-piperidine]-1′-yl)propanoate (4.9 g, 13.78 mmol) in tetrahydrofuran (41 mL) under N2 and cooled to −78° C., lithium bis(trimethylsilyl)amide 1M (41.35 mL, 41.45 mmol) is added dropwise. The resulting mixture is stirred at that temperature for 3 hours. Then, 1,3-dimethyl-3,4,5,6-tetrahydro-2(1H)-pyrimidinone (1.33 mL, 11.03 mmol) is added, and the resulting solution is stirred at the same temperature for 30 mi... Starting materials: ClC1=C(C=C(C=C1)C1=NC(=NC(=C1)C(F)(F)F)C1=CC(=NC=C1)Cl)C (4-(4-chloro-3-methyl-phenyl)-2-(2-chloro-pyridin-4-yl)-6-trifluoromethyl-pyrimidine), NC1=NC=C(C=C1)B1OC(C(O1)(C)C)(C)C (2-amino-5-(4,4,5,5-tetramethyl-1,3,2-dioxaborolan-2-yl)pyridine). Yield: 72.0%. Reaction SMILES: [Cl:1][C:2]1[CH:7]=[CH:6][C:5]([C:8]2[CH:13]=[C:12]([C:14]([F:17])([F:16])[F:15])[N:11]=[C:10]([C:18]3[CH:23]=[CH:22][N:21]=[C:20](Cl)[CH:19]=3)[N:9]=2)=[CH:4][C:3]=1[CH3:25].[NH2:26][C:27]1[CH:32]=[CH:31][C:30](B2OC(C)(C)C(C)(C)O2)=[CH:29][N:28]=1>>[Cl:1][C:2]1[CH:7]=[CH:6][C:5]([C:8]2[CH:13]=[C:12]([C:14]([F:17])([F:15])[F:16])[N:11]=[C:10]([C:18]3[CH:23]=[CH:22][N:21]=[C:20]([C:30]4[CH:29]=[N:28][C:27]([NH2:26])=[CH:32][CH:31]=4)[CH:19]=3)[N:9]=2)=[CH:4][C:3]=1[CH3:25]. The product is ClC1=C(C=C(C=C1)C1=NC(=NC(=C1)C(F)(F)F)C1=CC(=NC=C1)C=1C=NC(=CC1)N)C (4-[4-(4-Chloro-3-methyl-phenyl)-6-trifluoromethyl-pyrimidin-2-yl]-[2,3′]bipyridinyl-6′-ylamine), solid. Reported procedure: The title compound was prepared from 4-(4-chloro-3-methyl-phenyl)-2-(2-chloro-pyridin-4-yl)-6-trifluoromethyl-pyrimidine (example E.43) (0.19 g, 0.5 mmol) and commercially available 2-amino-5-(4,4,5,5-tetramethyl-1,3,2-dioxaborolan-2-yl)pyridine (0.14 g, 0.65 mmol) according to the general procedure VI. Obtained as a yellow solid (0.16 g, 72%). MS (ISP) 442.3 [(M+H)+]; mp 207° C. Starting materials: CCC(C)CCCC(C)CC=CC(C)=CC(=O)O, O=C(Cl)C(=O)Cl, [H-], [Na+], c1ccccc1. Yields the product CCC(C)CCCC(C)CC=CC(C)=CC(=O)Cl. RXN SMILES: [CH3:1][C:2](=[CH:3][C:4](=[O:5])[OH:6])[CH:7]=[CH:8][CH2:9][CH:10]([CH2:11][CH2:12][CH2:13][CH:14]([CH2:15][CH3:16])[CH3:17])[CH3:18].[Cl:21][C:22]([C:23]([Cl:24])=[O:25])=[O:26].[H-:19].[Na+:20].[cH:27]1[cH:28][cH:29][cH:30][cH:31][cH:32]1>>[CH3:1][C:2](=[CH:3][C:4](=[O:5])[Cl:21])[CH:7]=[CH:8][CH2:9][CH:10]([CH2:11][CH2:12][CH2:13][CH:14]([CH2:15][CH3:16])[CH3:17])[CH3:18]. Starting materials: C1CCOC1, CO, CCOC(=O)C(CC)(CC)NC(=O)c1ccc(C(F)(F)F)c(OCC2CC2)n1, Cl, [Na+], [OH-]. Yields the product CCC(CC)(NC(=O)c1ccc(C(F)(F)F)c(OCC2CC2)n1)C(=O)O. Reaction SMILES: [CH2:32]1[O:33][CH2:34][CH2:35][CH2:36]1.[CH3:37][OH:38].[CH:1]1([CH2:4][O:5][c:6]2[c:7]([C:25]([F:26])([F:27])[F:28])[cH:8][cH:9][c:10]([C:12](=[O:13])[NH:14][C:15]([C:16](=[O:17])[O:18][CH2:19][CH3:20])([CH2:21][CH3:22])[CH2:23][CH3:24])[n:11]2)[CH2:2][CH2:3]1.[ClH:31].[Na+:30].[OH-:29]>>[CH:1]1([CH2:4][O:5][c:6]2[c:7]([C:25]([F:26])([F:27])[F:28])[cH:8][cH:9][c:10]([C:12](=[O:13])[NH:14][C:15]([C:16](=[O:17])[OH:18])([CH2:21][CH3:22])[CH2:23][CH3:24])[n:11]2)[CH2:2][CH2:3]1. Starting materials: ClC=1C=C2C(=CNC2=CC1)CCNC(C1=CC=C(C=C1)CCl)=O (N-(2-(5-chloro-1H-indol-3-yl)ethyl)-4-(chloromethyl)benzamide), C1(CCCC1)N (cyclopentanamine), [I-].[Na+] (sodium iodide). Solvent: C1CCOC1 (THF). Yields the product eluent, ClC=1C=C2C(=CNC2=CC1)CCNC(C1=CC=C(C=C1)CNC1CCCC1)=O (N-(2-(5-Chloro-1H-indol-3-yl)ethyl)-4-((cyclopentylamino)methyl)benzamide). Yield: 31.3%. RXN SMILES: [Cl:1][C:2]1[CH:3]=[C:4]2[C:8](=[CH:9][CH:10]=1)[NH:7][CH:6]=[C:5]2[CH2:11][CH2:12][NH:13][C:14](=[O:23])[C:15]1[CH:20]=[CH:19][C:18]([CH2:21]Cl)=[CH:17][CH:16]=1.[CH:24]1([NH2:29])[CH2:28][CH2:27][CH2:26][CH2:25]1.[I-].[Na+]>C1COCC1>[Cl:1][C:2]1[CH:3]=[C:4]2[C:8](=[CH:9][CH:10]=1)[NH:7][CH:6]=[C:5]2[CH2:11][CH2:12][NH:13][C:14](=[O:23])[C:15]1[CH:20]=[CH:19][C:18]([CH2:21][NH:29][CH:24]2[CH2:28][CH2:27][CH2:26][CH2:25]2)=[CH:17][CH:16]=1 |f:2.3|. Procedure: N-(2-(5-chloro-1H-indol-3-yl)ethyl)-4-((cyclopentylamino)methyl)benzamide was prepared following Method C starting from N-(2-(5-chloro-1H-indol-3-yl)ethyl)-4-(chloromethyl)benzamide (0.070 g; 0.202 mmol), cyclopentanamine (0.091 mL; 0.907 mmol) and sodium iodide (0.153 g; 1.01 mmol) in THF (3 mL), under a microwave irradiation at 150° C. for 5 minutes. Flash chromatography on silica gel (eluent 2 to 10% methanol in dichloromethane) furnished 0.025 g (31%) of the title compound as a white solid. Starting materials: COC(=O)NC(C(=O)O)C(c1ccccc1)c1ccccc1, CC(C)CN(C(CO)CCCCN)S(=O)(=O)c1ccc(N)cc1. Product: COC(=O)NC(C(=O)NCCCCC(CO)N(CC(C)C)S(=O)(=O)c1ccc(N)cc1)C(c1ccccc1)c1ccccc1. Reaction SMILES: [CH3:24][O:25][C:26](=[O:27])[NH:28][CH:29]([C:30](=[O:31])[OH:32])[CH:33]([c:34]1[cH:35][cH:36][cH:37][cH:38][cH:39]1)[c:40]1[cH:41][cH:42][cH:43][cH:44][cH:45]1.[NH2:1][c:2]1[cH:3][cH:4][c:5]([S:8](=[O:9])(=[O:10])[N:11]([CH2:12][CH:13]([CH3:14])[CH3:15])[CH:16]([CH2:17][CH2:18][CH2:19][CH2:20][NH2:21])[CH2:22][OH:23])[cH:6][cH:7]1>>[NH2:1][c:2]1[cH:3][cH:4][c:5]([S:8](=[O:9])(=[O:10])[N:11]([CH2:12][CH:13]([CH3:14])[CH3:15])[CH:16]([CH2:17][CH2:18][CH2:19][CH2:20][NH:21][C:30]([CH:29]([NH:28][C:26]([O:25][CH3:24])=[O:27])[CH:33]([c:34]2[cH:35][cH:36][cH:37][cH:38][cH:39]2)[c:40]2[cH:41][cH:42][cH:43][cH:44][cH:45]2)=[O:31])[CH2:22][OH:23])[cH:6][cH:7]1. The reactants are CCOC(=O)c1cc(Br)n(COCC[Si](C)(C)C)c1COC, Cc1ccccc1, ClCCl, N#CC1=C(C#N)C(=O)C(Cl)=C(Cl)C1=O, O. Yields the product CCOC(=O)c1cc(Br)n(COCC[Si](C)(C)C)c1C=O. RXN SMILES: [Br:1][c:2]1[cH:3][c:4]([C:18](=[O:19])[O:20][CH2:21][CH3:22])[c:5]([CH2:15][O:16][CH3:17])[n:6]1[CH2:7][O:8][CH2:9][CH2:10][Si:11]([CH3:12])([CH3:13])[CH3:14].[CH3:41][c:42]1[cH:43][cH:44][cH:45][cH:46][cH:47]1.[Cl:23][CH2:24][Cl:25].[Cl:27][C:28]1=[C:39]([Cl:40])[C:37](=[O:38])[C:34]([C:35]#[N:36])=[C:31]([C:32]#[N:33])[C:29]1=[O:30].[OH2:26]>>[Br:1][c:2]1[cH:3][c:4]([C:18](=[O:19])[O:20][CH2:21][CH3:22])[c:5]([CH:15]=[O:16])[n:6]1[CH2:7][O:8][CH2:9][CH2:10][Si:11]([CH3:12])([CH3:13])[CH3:14].